From a dataset of the Open Reaction Database (ORD), a public repository of structured organic reaction records. describe an organic reaction: reactants, conditions, products, and yield The reactants are C1CCOC1, CN, CO, CS(=O)(=O)OCc1cc(Oc2ccc3c(ccn3C(=O)Nc3cc(C(F)(F)F)[nH]n3)c2)ncn1. Product: CNCc1cc(Oc2ccc3c(ccn3C(=O)Nc3cc(C(F)(F)F)n[nH]3)c2)ncn1. RXN SMILES: [CH2:37]1[O:38][CH2:39][CH2:40][CH2:41]1.[CH3:35][NH2:36].[CH3:42][OH:43].[F:1][C:2]([c:3]1[cH:4][c:5]([NH:8][C:9](=[O:10])[n:11]2[cH:12][cH:13][c:14]3[cH:15][c:16]([O:20][c:21]4[cH:22][c:23]([CH2:27][O:28][S:29]([CH3:30])(=[O:31])=[O:32])[n:24][cH:25][n:26]4)[cH:17][cH:18][c:19]23)[n:6][nH:7]1)([F:33])[F:34]>>[F:1][C:2]([c:3]1[cH:4][c:5]([NH:8][C:9](=[O:10])[n:11]2[cH:12][cH:13][c:14]3[cH:15][c:16]([O:20][c:21]4[cH:22][c:23]([CH2:27][NH:36][CH3:35])[n:24][cH:25][n:26]4)[cH:17][cH:18][c:19]23)[nH:6][n:7]1)([F:33])[F:34]. Reactants: C(C1=CC=C(C=C1)OC)(=O)Cl (p-anisoyl chloride), O (water), N1=CC=CC=C1 (pyridine), Cl.NC=1C=C(C(=O)OC)C=CC1N (methyl 3,4-diaminobenzoate hydrochloride). The solvent is C(C)#N (acetonitrile), C(C)#N (acetonitrile). Product: COC1=CC=C(C(=O)NC=2C=C(C(=O)OC)C=CC2N)C=C1 (Methyl 3-[(4-Methoxybenzoyl)amino]-4-aminobenzoate). Yield: 59.4%. As a reaction SMILES: Cl.[NH2:2][C:3]1[CH:4]=[C:5]([CH:10]=[CH:11][C:12]=1[NH2:13])[C:6]([O:8][CH3:9])=[O:7].O.N1C=CC=CC=1.[C:21](Cl)(=[O:30])[C:22]1[CH:27]=[CH:26][C:25]([O:28][CH3:29])=[CH:24][CH:23]=1>C(#N)C>[CH3:29][O:28][C:25]1[CH:26]=[CH:27][C:22]([C:21]([NH:2][C:3]2[CH:4]=[C:5]([CH:10]=[CH:11][C:12]=2[NH2:13])[C:6]([O:8][CH3:9])=[O:7])=[O:30])=[CH:23][CH:24]=1 |f:0.1|. Reported procedure: A solution of methyl 3,4-diaminobenzoate hydrochloride (1.43 g, 6.00 mmol) in acetonitrile (100 mL) was cooled to 0° C. and treated with water (15 mL), pyridine (0.97 mL, 12 mmol), and a solution of p-anisoyl chloride (1.03 g, 6.00 mmol) in acetonitrile (25 mL). The reaction mixture was allowed to slowly warm to room temperature over 16 h. The resulting precipitate was collected and washed with acetonitrile to provide 1.07 g (59%) of the title compound. Product: ClC1=C(C(=O)NCC(CC2CC2)C2=NC=C(N=C2)C)C=CC=C1 (2-Chloro-N-(3-cyclopropyl-2-(5-methylpyrazin-2-yl)propyl)benzamide). Reported procedure: From 2-chlorobenzoic acid and 3-cyclopropyl-2-(5-methylpyrazin-2-yl)propylamine. LCMS (MH+): m/z=330.0, tR (minutes, Method E)=0.61 RXN SMILES: [Cl:1][C:2]1[CH:10]=[CH:9][CH:8]=[CH:7][C:3]=1[C:4]([OH:6])=O.[CH:11]1([CH2:14][CH:15]([C:18]2[CH:23]=[N:22][C:21]([CH3:24])=[CH:20][N:19]=2)[CH2:16][NH2:17])[CH2:13][CH2:12]1>>[Cl:1][C:2]1[CH:10]=[CH:9][CH:8]=[CH:7][C:3]=1[C:4]([NH:17][CH2:16][CH:15]([C:18]1[CH:23]=[N:22][C:21]([CH3:24])=[CH:20][N:19]=1)[CH2:14][CH:11]1[CH2:13][CH2:12]1)=[O:6]. The reactants are ClC1=C(C(=O)O)C=CC=C1 (2-chlorobenzoic acid), C1(CC1)CC(CN)C1=NC=C(N=C1)C (3-cyclopropyl-2-(5-methylpyrazin-2-yl)propylamine). The reactants are CC(C)([O-])C.[K+] (potassium tert-butoxide), CN(CCOC1OCCCC1)C1=C(C=C(C=C1)C(F)(F)F)[N+](=O)[O-] (4-[N-methyl-N-[2-(2-tetrahydro-2H-pyranyl) oxyethyl]amino]-3-nitrobenzotrifluoride), [I-].C[S+](C)C (trimethylsulfonium iodide), CN(C=O)C (N,N-dimethylformamide). The solvent is O (water), O1CCCC1 (tetrahydrofuran). Conditions: temperature 0 celsius. Yields the product CC1=C(C=CC(=C1[N+](=O)[O-])N(CCOC1OCCCC1)C)C(F)(F)F (2-methyl-4-[N-methyl-N-[2-(2-tetrahydro-2H-pyranyl) oxyethyl]amino]-3-nitrobenzotrifluoride). As a reaction SMILES: [CH3:1]C(C)([O-])C.[K+].[CH3:7][N:8]([C:18]1[CH:23]=[CH:22][C:21]([C:24]([F:27])([F:26])[F:25])=[CH:20][C:19]=1[N+:28]([O-:30])=[O:29])[CH2:9][CH2:10][O:11][CH:12]1[CH2:17][CH2:16][CH2:15][CH2:14][O:13]1.[I-].C[S+](C)C.CN(C)C=O>O1CCCC1.O>[CH3:1][C:20]1[C:19]([N+:28]([O-:30])=[O:29])=[C:18]([N:8]([CH3:7])[CH2:9][CH2:10][O:11][CH:12]2[CH2:17][CH2:16][CH2:15][CH2:14][O:13]2)[CH:23]=[CH:22][C:21]=1[C:24]([F:26])([F:27])[F:25] |f:0.1,3.4|. Procedure details: A solution of potassium tert-butoxide (3.22 g, 28.7 mmol) in tetrahydrofuran (40 ml) was added dropwise to a mixture of 4-[N-methyl-N-[2-(2-tetrahydro-2H-pyranyl) oxyethyl]amino]-3-nitrobenzotrifluoride (5.00 g, 14.4 mmol), trimethylsulfonium iodide (5.86 g, 28.7 mmol) and N,N-dimethylformamide (80 ml) with stirring at 15°-20° C. After stirring at 15°-16° C. for another 1 hour, the reaction mixture was cooled to 0° C. The reaction mixture was poured into cold water and extracted three times with... Starting materials: CC(=O)OC(C)=O, Oc1ccc(C2(c3ccccc3)CCCCO2)cc1, c1ccncc1. The product is CC(=O)Oc1ccc(C2(c3ccccc3)CCCCO2)cc1. RXN SMILES: [CH3:20][C:21](=[O:22])[O:23][C:24](=[O:25])[CH3:26].[c:1]1([C:7]2([c:13]3[cH:14][cH:15][c:16]([OH:19])[cH:17][cH:18]3)[O:8][CH2:9][CH2:10][CH2:11][CH2:12]2)[cH:2][cH:3][cH:4][cH:5][cH:6]1.[cH:27]1[cH:28][cH:29][n:30][cH:31][cH:32]1>>[c:1]1([C:7]2([c:13]3[cH:14][cH:15][c:16]([O:19][C:21]([CH3:20])=[O:22])[cH:17][cH:18]3)[O:8][CH2:9][CH2:10][CH2:11][CH2:12]2)[cH:2][cH:3][cH:4][cH:5][cH:6]1. Starting materials: CCOC(C)=O, Nc1ccc(Cl)cn1, O=C=NC(=O)c1c(Cl)cccc1Cl. Yields the product O=C(NC(=O)c1c(Cl)cccc1Cl)Nc1ccc(Cl)cn1. As a reaction SMILES: [CH3:22][CH2:23][O:24][C:25](=[O:26])[CH3:27].[Cl:14][c:15]1[cH:16][cH:17][c:18]([NH2:21])[n:19][cH:20]1.[Cl:1][c:2]1[c:3]([C:4](=[O:5])[N:6]=[C:7]=[O:8])[c:9]([Cl:13])[cH:10][cH:11][cH:12]1>>[Cl:1][c:2]1[c:3]([C:4](=[O:5])[NH:6][C:7](=[O:8])[NH:21][c:18]2[cH:17][cH:16][c:15]([Cl:14])[cH:20][n:19]2)[c:9]([Cl:13])[cH:10][cH:11][cH:12]1.